From a dataset of the Open Reaction Database (ORD), a public repository of structured organic reaction records. describe an organic reaction: reactants, conditions, products, and yield Reactants: B1(N2CCC[C@H]2C(O1)(C3=CC=CC=C3)C4=CC=CC=C4)C ((S)-2-methyl-Cbs-oxazaborolidine), C(C)(C)(C)[SiH2]OC(C1C(C2=CC(=CC=C2CC1)CC(C)(C)C)=O)(C)C (2-(tert-Butyl-dimethyl-silanyloxymethyl)-7-(2,2-dimethyl-propyl)-3,4-dihydro-2H-naphthalen-1-one), B.CSC (borane methyl sulfide). Solvent: O1CCCC1 (tetrahydrofuran), O1CCCC1 (tetrahydrofuran). Reaction conditions: temperature -12.5 celsius, time 8 hour. The product is C(C)(C)(C)[SiH2]OC(C1C(C2=CC(=CC=C2CC1)CC(C)(C)C)O)(C)C (2-(tert-Butyl-dimethyl-silanyloxymethyl)-7-(2,2-dimethyl-propyl)-1,2,3,4-tetrahydro-naphthalen-1-ol). The yield is 44.4%. As a reaction SMILES: [C:1]([SiH2:5][O:6][C:7]([CH3:25])([CH3:24])[CH:8]1[CH2:17][CH2:16][C:15]2[C:10](=[CH:11][C:12]([CH2:18][C:19]([CH3:22])([CH3:21])[CH3:20])=[CH:13][CH:14]=2)[C:9]1=[O:23])([CH3:4])([CH3:3])[CH3:2].B1(C)OC(C2C=CC=CC=2)(C2C=CC=CC=2)[C@H]2N1CCC2.B.CSC>O1CCCC1>[C:1]([SiH2:5][O:6][C:7]([CH3:25])([CH3:24])[CH:8]1[CH2:17][CH2:16][C:15]2[C:10](=[CH:11][C:12]([CH2:18][C:19]([CH3:22])([CH3:21])[CH3:20])=[CH:13][CH:14]=2)[CH:9]1[OH:23])([CH3:4])([CH3:3])[CH3:2] |f:2.3|. Procedure: To a −30° C. cooled solution of 2-(tert-Butyl-dimethyl-silanyloxymethyl)-7-(2,2-dimethyl-propyl)-3,4-dihydro-2H-naphthalen-1-one (2.20 g, 6.09 mmol) in tetrahydrofuran (20 mL) was added (S)-2-methyl-Cbs-oxazaborolidine (1 M in toluene, 0.61 mL, 0.61 mmol) and a solution of borane-methyl sulfide complex (2 M in tetrahydrofuran, 2.15 mL, 4.3 mmol) in tetrahydrofuran (5 mL). The reaction mixture was heated at −20 to −5° C. for 5 h. The reaction mixture was quenched with methanol (8.3 mL) at −5° C. ... Starting materials: C[C@@H](CS(=O)(=O)N)CCl (2-(S)-methyl-3-chloro-1-propanesulfonamide), [SH-].[K+].C(C)O (potassium hydrosulfide ethanol), C[O-].[Na+].CO (sodium methoxide methanol), ClC=1C=CC=2N(N1)C=CN2 (6-chloroimidazo[1,2-b]pyridazine). Solvent: CO (methanol). Conditions: temperature 70 celsius. The product is C[C@@H](CSC=1C=CC=2N(N1)C=CN2)CS(N)(=O)=O ((+)-6-[(2-(S)-methyl-3-sulfamoylpropyl)thio]imidazo[1,2-b]pyridazine). Reaction SMILES: [CH3:1][C@H:2]([CH2:8]Cl)[CH2:3][S:4]([NH2:7])(=[O:6])=[O:5].[SH-:10].[K+].C(O)C.C[O-].[Na+].CO.Cl[C:21]1[CH:22]=[CH:23][C:24]2[N:25]([CH:27]=[CH:28][N:29]=2)[N:26]=1>CO>[CH3:1][C@H:2]([CH2:3][S:4](=[O:6])(=[O:5])[NH2:7])[CH2:8][S:10][C:21]1[CH:22]=[CH:23][C:24]2[N:25]([CH:27]=[CH:28][N:29]=2)[N:26]=1 |f:1.2.3,4.5.6|. Procedure: To a solution of 0.78 g of 2-(S)-methyl-3-chloro-1-propanesulfonamide in 20 ml of methanol was added 20 ml of 2N potassium hydrosulfide-ethanol solution, followed by refluxing at 70° C. for an hour in a stream of nitrogen. Further, to the mixture were added 1.0 g of 28% sodium methoxide-methanol solution and 0.73 g of 6-chloroimidazo[1,2-b]pyridazine, followed by refluxing for 3 hours. The reaction mixture was concentrated under reduced pressure. The residue to which 10 ml of water were added wa... Reactants: Cc1ccc(N2CCN(C(=O)c3ccc(Br)cc3N3CCCS3(=O)=O)CC2)c(C)c1, O=C1NC(COC(=O)c2ccccc2)CO1. The product is Cc1ccc(N2CCN(C(=O)c3ccc(N4C(=O)OCC4COC(=O)c4ccccc4)cc3N3CCCS3(=O)=O)CC2)c(C)c1. Reaction SMILES: [Br:1][c:2]1[cH:3][c:4]([N:24]2[S:25](=[O:29])(=[O:30])[CH2:26][CH2:27][CH2:28]2)[c:5]([C:8](=[O:9])[N:10]2[CH2:11][CH2:12][N:13]([c:16]3[c:17]([CH3:23])[cH:18][c:19]([CH3:22])[cH:20][cH:21]3)[CH2:14][CH2:15]2)[cH:6][cH:7]1.[O:31]=[C:32]1[O:33][CH2:34][CH:35]([CH2:37][O:38][C:39]([c:40]2[cH:41][cH:42][cH:43][cH:44][cH:45]2)=[O:46])[NH:36]1>>[c:2]1([N:36]2[C:32](=[O:31])[O:33][CH2:34][CH:35]2[CH2:37][O:38][C:39]([c:40]2[cH:41][cH:42][cH:43][cH:44][cH:45]2)=[O:46])[cH:3][c:4]([N:24]2[S:25](=[O:29])(=[O:30])[CH2:26][CH2:27][CH2:28]2)[c:5]([C:8](=[O:9])[N:10]2[CH2:11][CH2:12][N:13]([c:16]3[c:17]([CH3:23])[cH:18][c:19]([CH3:22])[cH:20][cH:21]3)[CH2:14][CH2:15]2)[cH:6][cH:7]1. The reactants are ClC1=CC=C(C=N1)S(=O)(=O)N(CC=C)C1=CC=CC=C1 (6-chloro-N-phenyl-N-(prop-2-en-1-yl)pyridine-3-sulfonamide), CCCCCC.C1CCOC1 (n-hexane THF), C[N+]1(CCOCC1)[O-] (NMO). Reagents/catalysts: O=[Os](=O)(=O)=O (OsO4). Solvent: O (water), CC(C)(C)O (tBuOH), CC(C)(C)O (tBuOH), O (water). Reaction conditions: time 12 hour. Product: ClC1=CC=C(C=N1)S(=O)(=O)N(C1=CC=CC=C1)CC(CO)O (6-chloro-N-(2,3-dihydroxypropyl)-N-phenylpyridine-3-sulfonamide). Yield: 80.0%. As a reaction SMILES: [Cl:1][C:2]1[N:7]=[CH:6][C:5]([S:8]([N:11]([C:15]2[CH:20]=[CH:19][CH:18]=[CH:17][CH:16]=2)CC=C)(=[O:10])=[O:9])=[CH:4][CH:3]=1.C[N+]1([O-])CC[O:25]CC1.CCCCCC.[CH2:35]1C[O:38][CH2:37][CH2:36]1>CC(O)(C)C.O.O=[Os](=O)(=O)=O>[Cl:1][C:2]1[N:7]=[CH:6][C:5]([S:8]([N:11]([CH2:35][CH:36]([OH:25])[CH2:37][OH:38])[C:15]2[CH:20]=[CH:19][CH:18]=[CH:17][CH:16]=2)(=[O:10])=[O:9])=[CH:4][CH:3]=1 |f:2.3|. Procedure: To a solution of 1.3 g (4.2 mmol) of 6-chloro-N-phenyl-N-(prop-2-en-1-yl)pyridine-3-sulfonamide in 17 mL of a mixture (1/1) of tBuOH and water are added, at room temperature, 1.37 g (11.7 mmol) of NMO and 0.52 mL (0.04 mmol) of 2.5% OsO4 in tBuOH. Stirring is continued for 12 hours. The medium is then diluted with 200 mL of water and extracted with Et2O (2×100 mL), dried over Na2SO4, filtered and concentrated under reduced pressure. 1.14 g of 6-chloro-N-(2,3-dihydroxypropyl)-N-phenylpyridine-3-s... Starting materials: OCC=1C=C(C=CC1OC)CC(C(=O)OCC)OC(C)C (ethyl 3-[3-(hydroxymethyl)-4-methoxyphenyl]-2-isopropoxypropanoate), FC(C1=CC(=CC=C1)N=C=O)(F)F (α,α,α-trifluoro-m-tolylisocyanate). Yields the product C(C)(C)OC(C(=O)O)CC1=CC(=C(C=C1)OC)COC(=O)NC1=CC(=CC=C1)C(F)(F)F (2-Isopropoxy-3-{4-methoxy-3-[({[3-(trifluoromethyl)-anilino]carbonyl}oxy)methyl]phenyl}propanoic acid). Reaction SMILES: [OH:1][CH2:2][C:3]1[CH:4]=[C:5]([CH2:11][CH:12]([O:18][CH:19]([CH3:21])[CH3:20])[C:13]([O:15]CC)=[O:14])[CH:6]=[CH:7][C:8]=1[O:9][CH3:10].[F:22][C:23]([F:34])([F:33])[C:24]1[CH:29]=[CH:28][CH:27]=[C:26]([N:30]=[C:31]=[O:32])[CH:25]=1>>[CH:19]([O:18][CH:12]([CH2:11][C:5]1[CH:6]=[CH:7][C:8]([O:9][CH3:10])=[C:3]([CH2:2][O:1][C:31]([NH:30][C:26]2[CH:27]=[CH:28][CH:29]=[C:24]([C:23]([F:22])([F:33])[F:34])[CH:25]=2)=[O:32])[CH:4]=1)[C:13]([OH:15])=[O:14])([CH3:20])[CH3:21]. Reported procedure: Using ethyl 3-[3-(hydroxymethyl)-4-methoxyphenyl]-2-isopropoxypropanoate and α,α,α-trifluoro-m-tolylisocyanate, the title compound was obtained in the same manner as described in Example 148.